Dataset: the Open Reaction Database (ORD), a public repository of structured organic reaction records. Task: describe an organic reaction: reactants, conditions, products, and yield Starting materials: ClCC(C)=O (1-chloro-propan-2-one), C1(CC(C(CC1)C(C)C)C1=C(C(=CC=C1)C1CC(CCC1C(C)C)C)O)C (2,6-dimenthylphenol). The product is CC1=C(OCC(C)=O)C(=CC=C1)C (1-(2,6-Dimethyl-phenoxy)-propan-2-one). Yield: 84.0%. Reaction SMILES: Cl[CH2:2][C:3](=[O:5])[CH3:4].C1(C)CCC(C(C)C)[CH:8]([C:15]2[CH:20]=[CH:19][CH:18]=[C:17]([CH:21]3C(C(C)C)CCC(C)C3)[C:16]=2[OH:31])C1>>[CH3:21][C:17]1[CH:18]=[CH:19][CH:20]=[C:15]([CH3:8])[C:16]=1[O:31][CH2:2][C:3](=[O:5])[CH3:4]. Procedure: Prepared by 1-chloro-propan-2-one (50 mmol) and 2,6-dimenthylphenol (60 mmol); purified by silica gel/hexane:ethyl acetate (5:1) column chromatography as a colorless oil; yield 84% (7.5 g); H NMR (400 MHz, CDCl3): d 2.34 (s, 6H, CH3), 2.42 (s, 3H, CH3), 4.40 (s, 2H, OCH2), 7.02-7.10 (m, 3H, Ar); CNMR (100 MHz, CDCl3): δ 16.3, 26.6, 76.8, 124.5, 129.1, 130.6, 155.0, 205.4; GC-MS m/z 178.1 (M+). Reactants: ClCCl, COc1cc(CC(=O)N2CCC(Nc3cccc(F)c3)CC2)ccc1CN1CCN(C(=O)OC(C)(C)C)C(C)C1, O=C(O)C(F)(F)F. The product is COc1cc(CC(=O)N2CCC(Nc3cccc(F)c3)CC2)ccc1CN1CCNC(C)C1. RXN SMILES: [Cl:48][CH2:49][Cl:50].[F:1][c:2]1[cH:3][c:4]([NH:8][CH:9]2[CH2:10][CH2:11][N:12]([C:15]([CH2:16][c:17]3[cH:18][c:19]([O:38][CH3:39])[c:20]([CH2:23][N:24]4[CH2:25][CH:26]([CH3:37])[N:27]([C:30]([O:31][C:32]([CH3:33])([CH3:34])[CH3:35])=[O:36])[CH2:28][CH2:29]4)[cH:21][cH:22]3)=[O:40])[CH2:13][CH2:14]2)[cH:5][cH:6][cH:7]1.[F:41][C:42]([F:43])([F:44])[C:45]([OH:46])=[O:47]>>[F:1][c:2]1[cH:3][c:4]([NH:8][CH:9]2[CH2:10][CH2:11][N:12]([C:15]([CH2:16][c:17]3[cH:18][c:19]([O:38][CH3:39])[c:20]([CH2:23][N:24]4[CH2:25][CH:26]([CH3:37])[NH:27][CH2:28][CH2:29]4)[cH:21][cH:22]3)=[O:40])[CH2:13][CH2:14]2)[cH:5][cH:6][cH:7]1. Starting materials: [N+](=O)([O-])C=1C=C(C(O)=CC1)O (4-nitrocatechol), BrCCCCCCCCCC (1-bromodecane). The product is C(CCCCCCCCC)OC=1C=C(C=CC1OCCCCCCCCCC)[N+](=O)[O-] (3,4-bis-(decyloxy)nitrobenzene). As a reaction SMILES: [N+:1]([C:4]1[CH:5]=[C:6]([OH:11])[C:7](=[CH:9][CH:10]=1)[OH:8])([O-:3])=[O:2].Br[CH2:13][CH2:14][CH2:15][CH2:16][CH2:17][CH2:18][CH2:19][CH2:20][CH2:21][CH3:22]>>[CH2:13]([O:11][C:6]1[CH:5]=[C:4]([N+:1]([O-:3])=[O:2])[CH:10]=[CH:9][C:7]=1[O:8][CH2:13][CH2:14][CH2:15][CH2:16][CH2:17][CH2:18][CH2:19][CH2:20][CH2:21][CH3:22])[CH2:14][CH2:15][CH2:16][CH2:17][CH2:18][CH2:19][CH2:20][CH2:21][CH3:22]. Reported procedure: Using this procedure, the reaction of 4-nitrocatechol with 1-bromodecane gave 3,4-bis-(decyloxy)nitrobenzene (mp 60°-61°, Anal, Calcd for C26H45NO4 : C, 71.68; H, 10.41; N, 3.22. Found: C, 71.63; H, 10.55; N, 3.21. Starting materials: ClC=1N=CC2=C(N1)N(C(=C2)C(=O)N(C)C)C2CCCC2 (2-chloro-7-cyclopentyl-N,N-dimethyl-7H-pyrrolo[2,3-d]pyrimidine-6-carboxamide), NC1=NC=C(C(=O)OC)C=C1 (methyl 6-aminonicotinate). Product: C1(CCCC1)N1C(=CC2=C1N=C(N=C2)NC2=NC=C(C(=O)OC)C=C2)C(N(C)C)=O (methyl 6-(7-cyclopentyl-6-(dimethylcarbamoyl)-7H-pyrrolo[2,3-d]pyrimidin-2-ylamino)nicotinate). The yield is 95.1%. RXN SMILES: Cl[C:2]1[N:3]=[CH:4][C:5]2[CH:10]=[C:9]([C:11]([N:13]([CH3:15])[CH3:14])=[O:12])[N:8]([CH:16]3[CH2:20][CH2:19][CH2:18][CH2:17]3)[C:6]=2[N:7]=1.[NH2:21][C:22]1[CH:31]=[CH:30][C:25]([C:26]([O:28][CH3:29])=[O:27])=[CH:24][N:23]=1>>[CH:16]1([N:8]2[C:6]3[N:7]=[C:2]([NH:21][C:22]4[CH:31]=[CH:30][C:25]([C:26]([O:28][CH3:29])=[O:27])=[CH:24][N:23]=4)[N:3]=[CH:4][C:5]=3[CH:10]=[C:9]2[C:11](=[O:12])[N:13]([CH3:15])[CH3:14])[CH2:20][CH2:19][CH2:18][CH2:17]1. Reported procedure: Following general N—C coupling procedure 1, 2-chloro-7-cyclopentyl-N,N-dimethyl-7H-pyrrolo[2,3-d]pyrimidine-6-carboxamide (5.0 g, 17 mmol) was combined with methyl 6-aminonicotinate (2.86 g, 1.10 eq) which gave methyl 6-(7-cyclopentyl-6-(dimethylcarbamoyl)-7H-pyrrolo[2,3-d]pyrimidin-2-ylamino)nicotinate (6.6 g) in 94% yield. 1H NMR (400 MHz, DMSO-d6) δ ppm 10.33 (s, 1H), 8.89 (s, 1H), 8.83 (d, J=2.1 Hz, 1H), 8.44 (d, J=8.9 Hz, 1H), 8.22 (dd, J=8.9, 2.2 Hz, 1H), 6.67 (s, 1H), 4.77 (m, 1H), 3.86 (... Starting materials: CCCC(=O)OCCl, CC(C)=O, O=Cc1ccc(O)cc1F, [K+], [K+], O=C([O-])[O-]. Product: CCCC(=O)OCOc1ccc(C=O)c(F)c1. As a reaction SMILES: [C:17]([CH2:18][CH2:19][CH3:20])(=[O:21])[O:22][CH2:23][Cl:24].[CH3:25][C:26](=[O:27])[CH3:28].[F:1][c:2]1[c:3]([CH:4]=[O:5])[cH:6][cH:7][c:8]([OH:10])[cH:9]1.[K+:11].[K+:12].[O-:13][C:14]([O-:15])=[O:16]>>[F:1][c:2]1[c:3]([CH:4]=[O:5])[cH:6][cH:7][c:8]([O:10][CH2:23][O:22][C:17]([CH2:18][CH2:19][CH3:20])=[O:21])[cH:9]1. The reactants are CCOc1cc(C(C)(C)C)ccc1C1=NC(C)(c2ccc(Cl)cc2)C(c2ccc(Cl)cc2)N1C(=O)Cl, C1CNCCN1. Product: CCOc1cc(C(C)(C)C)ccc1C1=NC(C)(c2ccc(Cl)cc2)C(c2ccc(Cl)cc2)N1C(=O)N1CCNCC1. RXN SMILES: [C:1]([CH3:2])([CH3:3])([CH3:4])[c:5]1[cH:6][c:7]([O:34][CH2:35][CH3:36])[c:8]([C:11]2=[N:15][C:14]([CH3:16])([c:17]3[cH:18][cH:19][c:20]([Cl:23])[cH:21][cH:22]3)[CH:13]([c:24]3[cH:25][cH:26][c:27]([Cl:30])[cH:28][cH:29]3)[N:12]2[C:31](=[O:32])[Cl:33])[cH:9][cH:10]1.[CH2:37]1[CH2:38][NH:39][CH2:40][CH2:41][NH:42]1>>[C:1]([CH3:2])([CH3:3])([CH3:4])[c:5]1[cH:6][c:7]([O:34][CH2:35][CH3:36])[c:8]([C:11]2=[N:15][C:14]([CH3:16])([c:17]3[cH:18][cH:19][c:20]([Cl:23])[cH:21][cH:22]3)[CH:13]([c:24]3[cH:25][cH:26][c:27]([Cl:30])[cH:28][cH:29]3)[N:12]2[C:31](=[O:32])[N:39]2[CH2:38][CH2:37][NH:42][CH2:41][CH2:40]2)[cH:9][cH:10]1. The reactants are BrCC(=O)OCC1=CC=CC=C1 (benzyl 2-bromoacetate), O=C([C@@H](CC(OCC1=CC=CC=C1)=O)CC=1N=CN(C1)C(C1=CC=CC=C1)(C1=CC=CC=C1)C1=CC=CC=C1)N1C(OC[C@@H]1C(C)C)=O (3{1,4-Dioxo-4-(phenylmethoxy)-2(R) -{[1-(triphenylmethyl)-1H-imidazol-4-yl]methyl}butyl}-4(S)-(1-methylethyl)-2-oxazolidinone), solution, C[Si](C)(C)[N-][Si](C)(C)C.[Na+] (sodium bis(trimethylsilyl)amide). Solvent: C1CCOC1 (THF), C1CCOC1 (THF). Reaction conditions: time 40 minute. The product is O=C(C(CC(OCC1=CC=CC=C1)=O)CC=1N=CN(C1)C(C1=CC=CC=C1)(C1=CC=CC=C1)C1=CC=CC=C1)N1C(OC[C@@H]1C(C)C)=O (3-{1,4-dioxo-4-(phenylmethoxy)-2-{[1-(triphenylmethyl)-1H-imidazol-4-yl]methyl}butyl}-4(S)-(1-methylethyl)-2-oxazolidinone). Reaction SMILES: [O:1]=[C:2]([N:40]1[C@@H:44]([CH:45]([CH3:47])[CH3:46])[CH2:43][O:42][C:41]1=[O:48])[C@H:3]([CH2:15][C:16]1[N:17]=[CH:18][N:19]([C:21]([C:34]2[CH:39]=[CH:38][CH:37]=[CH:36][CH:35]=2)([C:28]2[CH:33]=[CH:32][CH:31]=[CH:30][CH:29]=2)[C:22]2[CH:27]=[CH:26][CH:25]=[CH:24][CH:23]=2)[CH:20]=1)[CH2:4][C:5](=[O:14])[O:6][CH2:7][C:8]1[CH:13]=[CH:12][CH:11]=[CH:10][CH:9]=1.C[Si]([N-][Si](C)(C)C)(C)C.[Na+].BrCC(OCC1C=CC=CC=1)=O>C1COCC1>[O:1]=[C:2]([N:40]1[C@@H:44]([CH:45]([CH3:46])[CH3:47])[CH2:43][O:42][C:41]1=[O:48])[CH:3]([CH2:15][C:16]1[N:17]=[CH:18][N:19]([C:21]([C:34]2[CH:35]=[CH:36][CH:37]=[CH:38][CH:39]=2)([C:22]2[CH:23]=[CH:24][CH:25]=[CH:26][CH:27]=2)[C:28]2[CH:33]=[CH:32][CH:31]=[CH:30][CH:29]=2)[CH:20]=1)[CH2:4][C:5](=[O:14])[O:6][CH2:7][C:8]1[CH:13]=[CH:12][CH:11]=[CH:10][CH:9]=1 |f:1.2|. Reported procedure: 3{1,4-Dioxo-4-(phenylmethoxy)-2(R) -{[1-(triphenylmethyl)-1H-imidazol-4-yl]methyl}butyl}-4(S)-(1-methylethyl)-2-oxazolidinone: A 1.0M solution of sodium bis(trimethylsilyl)amide (18.0 mL, 18.0 mmol, Aldrich Chemical Co., Inc., Milwaukee, Wis., USA) was added dropwise (18 min) to a cold (-78°) solution of the product of the preceding section (8.06 g, 16.3 mmol) in THF (65 mL). After 40 min at -78°, to a solution of benzyl 2-bromoacetate (7.48 g, 32.7 mmol) in THF (2 mL) was added dropwise to the ... Starting materials: ClC=1C=C(C2=C(C(C(O2)(C)C)=O)C1)C(=O)O (5-chloro-2,2-dimethyl-3-oxo-2,3-dihydrobenzofuran-7-carboxylic acid). Run in O1CCCC1 (tetrahydrofuran), O1CCCC1 (tetrahydrofuran). Product: ClC=1C=C(C2=C(C(C(O2)(C)C)=O)C1)CO (5-chloro-7-(hydroxymethyl)-2,2-dimethylbenzofuran-3(2H)-one). The yield is 11.0%. Reaction SMILES: [Cl:1][C:2]1[CH:3]=[C:4]([C:14](O)=[O:15])[C:5]2[O:9][C:8]([CH3:11])([CH3:10])[C:7](=[O:12])[C:6]=2[CH:13]=1>O1CCCC1>[Cl:1][C:2]1[CH:3]=[C:4]([CH2:14][OH:15])[C:5]2[O:9][C:8]([CH3:10])([CH3:11])[C:7](=[O:12])[C:6]=2[CH:13]=1. Procedure details: To a solution of 5-chloro-2,2-dimethyl-3-oxo-2,3-dihydrobenzofuran-7-carboxylic acid (655) (2.67 g, 11.1 mmol) in tetrahydrofuran (56 mL) was added BH3.tetrahydrofuran (11.1 mL, 11.1 mmol) drop wise and stirred overnight. The reaction was quenched with water and methanol and then extracted with ethyl acetate. The organic layer was washed with saturated sodium bicarbonate and then dried over sodium sulfate, filtered and concentrated in vacuo. The crude compound was purified by flash column chroma...